Dataset: the Open Reaction Database (ORD), a public repository of structured organic reaction records. Task: describe an organic reaction: reactants, conditions, products, and yield Starting materials: O=C(N=C=S)c1ccccc1, COC(=O)c1sccc1N, CC(C)=O. Product: COC(=O)c1sccc1NC(=S)NC(=O)c1ccccc1. Reaction SMILES: [C:1]([c:2]1[cH:3][cH:4][cH:5][cH:6][cH:7]1)(=[O:8])[N:9]=[C:10]=[S:11].[CH3:12][O:13][C:14](=[O:15])[c:16]1[s:17][cH:18][cH:19][c:20]1[NH2:21].[CH3:22][C:23](=[O:24])[CH3:25]>>[C:1]([c:2]1[cH:3][cH:4][cH:5][cH:6][cH:7]1)(=[O:8])[NH:9][C:10](=[S:11])[NH:21][c:20]1[c:16]([C:14]([O:13][CH3:12])=[O:15])[s:17][cH:18][cH:19]1. Starting materials: C1(=CC=CC=C1)OC(=O)N1C=C(C(C(=C1)OCCC1=CC(=CC=C1)Cl)CC)C(=O)OCC (5-[2-(3-Chloro-phenyl)-ethoxy]-4-ethyl-4H-pyridine-1,3-dicarboxylic acid 3-ethyl ester 1-phenyl ester), ClC=1C(C(=C(C(C1Cl)=O)C#N)C#N)=O (2,3-dichloro-5,6-dicyano-1,4-benzoquinone). Run in ClCCl (dichloromethane). Product: C(C)OC(C1=CN=CC(=C1CC)OCCC1=CC(=CC=C1)Cl)=O (5-[2-(3-Chloro-phenyl)-ethoxy]-4-ethyl-nicotinic acid ethyl ester). As a reaction SMILES: C1(OC([N:10]2[CH:15]=[C:14]([O:16][CH2:17][CH2:18][C:19]3[CH:24]=[CH:23][CH:22]=[C:21]([Cl:25])[CH:20]=3)[CH:13]([CH2:26][CH3:27])[C:12]([C:28]([O:30][CH2:31][CH3:32])=[O:29])=[CH:11]2)=O)C=CC=CC=1.ClC1C(=O)C(C#N)=C(C#N)C(=O)C=1Cl>ClCCl>[CH2:31]([O:30][C:28](=[O:29])[C:12]1[C:13]([CH2:26][CH3:27])=[C:14]([O:16][CH2:17][CH2:18][C:19]2[CH:24]=[CH:23][CH:22]=[C:21]([Cl:25])[CH:20]=2)[CH:15]=[N:10][CH:11]=1)[CH3:32]. Procedure: The title compound of step 2 (80 mg, 0.175 mmol)) was dissolved in dichloromethane. 2,3-dichloro-5,6-dicyano-1,4-benzoquinone (80 mg, 0.35 mmol) was added and the mixture was stirred over night at room temperature. The mixture was partitioned between ethyl acetate and saturated sodium hydrogencarbonate solution with addition of some sodium sulfit. The combined organic extracts were dried over sodium chloride and evaporated to dryness in vacuo. The material was titured with diethyl ether, the sol... Starting materials: C1OC=2C=C(CCN)C=CC2O1 (3,4-methylenedioxyphenethylamine), ClC=1C2=C(N=C(N1)C1=CC=NC=C1)SC(=C2)[N+](=O)[O-] (4-chloro-2-(pyridin-4-yl)-6-nitro-thieno-[2,3-d]-pyrimidine). Yields the product N1=CC=C(C=C1)C=1N=C(C2=C(N1)SC(=C2)[N+](=O)[O-])NCCC2=CC1=C(C=C2)OCO1 (2-(pyridin-4-yl)-4-(3,4-methylenedioxyphenethylamino)-6-nitro-thieno-[2,3-d]-pyrimidine). RXN SMILES: [CH2:1]1[O:12][C:11]2[CH:10]=[CH:9][C:5]([CH2:6][CH2:7][NH2:8])=[CH:4][C:3]=2[O:2]1.Cl[C:14]1[C:15]2[CH:28]=[C:27]([N+:29]([O-:31])=[O:30])[S:26][C:16]=2[N:17]=[C:18]([C:20]2[CH:25]=[CH:24][N:23]=[CH:22][CH:21]=2)[N:19]=1>>[N:23]1[CH:22]=[CH:21][C:20]([C:18]2[N:19]=[C:14]([NH:8][CH2:7][CH2:6][C:5]3[CH:9]=[CH:10][C:11]4[O:12][CH2:1][O:2][C:3]=4[CH:4]=3)[C:15]3[CH:28]=[C:27]([N+:29]([O-:31])=[O:30])[S:26][C:16]=3[N:17]=2)=[CH:25][CH:24]=1. Procedure: With the procedure of Example 1, the reaction of 3,4-methylenedioxyphenethylamine with 4-chloro-2-(pyridin-4-yl)-6-nitro-thieno-[2,3-d]-pyrimidine yields 2-(pyridin-4-yl)-4-(3,4-methylenedioxyphenethylamino)-6-nitro-thieno-[2,3-d]-pyrimidine. The reactants are C=Cc1cc(C(=O)O)cc([N+](=O)[O-])c1, ClC(Cl)Cl, NCCN1Cc2ccc(F)cc2CC1Cc1ccc(F)cc1, O. Product: C=Cc1cc(C(=O)NCCN2Cc3ccc(F)cc3CC2Cc2ccc(F)cc2)cc([N+](=O)[O-])c1. Reaction SMILES: [CH:23](=[CH2:24])[c:25]1[cH:26][c:27]([C:28](=[O:29])[OH:30])[cH:31][c:32]([N+:34](=[O:35])[O-:36])[cH:33]1.[CH:38]([Cl:39])([Cl:40])[Cl:41].[F:1][c:2]1[cH:3][c:4]2[c:9]([cH:10][cH:11]1)[CH2:8][N:7]([CH2:12][CH2:13][NH2:14])[CH:6]([CH2:15][c:16]1[cH:17][cH:18][c:19]([F:22])[cH:20][cH:21]1)[CH2:5]2.[OH2:37]>>[F:1][c:2]1[cH:3][c:4]2[c:9]([cH:10][cH:11]1)[CH2:8][N:7]([CH2:12][CH2:13][NH:14][C:28]([c:27]1[cH:26][c:25]([CH:23]=[CH2:24])[cH:33][c:32]([N+:34](=[O:35])[O-:36])[cH:31]1)=[O:29])[CH:6]([CH2:15][c:16]1[cH:17][cH:18][c:19]([F:22])[cH:20][cH:21]1)[CH2:5]2.